This data is from the Open Reaction Database (ORD), a public repository of structured organic reaction records. The task is: describe an organic reaction: reactants, conditions, products, and yield Reactants: COC(=O)C1CCOc2cc(Oc3ccc(C(=O)NCCc4ccccc4)cc3)c(C#N)cc21, C1CCOC1, CO, CCOC(C)=O, Cl, [Na+], [OH-], O. Yields the product N#Cc1cc2c(cc1Oc1ccc(C(=O)NCCc3ccccc3)cc1)OCCC2C(=O)O. Reaction SMILES: [C:1](#[N:2])[c:3]1[cH:4][c:5]2[c:10]([cH:11][c:12]1[O:13][c:14]1[cH:15][cH:16][c:17]([C:20]([NH:21][CH2:22][CH2:23][c:24]3[cH:25][cH:26][cH:27][cH:28][cH:29]3)=[O:30])[cH:18][cH:19]1)[O:9][CH2:8][CH2:7][CH:6]2[C:31](=[O:32])[O:33][CH3:34].[CH2:40]1[O:41][CH2:42][CH2:43][CH2:44]1.[CH3:38][OH:39].[CH3:45][CH2:46][O:47][C:48](=[O:49])[CH3:50].[ClH:51].[Na+:36].[OH-:35].[OH2:37]>>[C:1](#[N:2])[c:3]1[cH:4][c:5]2[c:10]([cH:11][c:12]1[O:13][c:14]1[cH:15][cH:16][c:17]([C:20]([NH:21][CH2:22][CH2:23][c:24]3[cH:25][cH:26][cH:27][cH:28][cH:29]3)=[O:30])[cH:18][cH:19]1)[O:9][CH2:8][CH2:7][CH:6]2[C:31](=[O:32])[OH:33]. Starting materials: N1=CC=CC=C1 (pyridine), NC1=CC=C(C=C1)C1=CC=C(C=C1)S(=O)(=O)N1C2C(CC1C(=O)O)CCC2 (1-(4′-aminobiphenyl-4-sulfonyl)octahydrocyclopenta[b]pyrrole-2-carboxylic acid), ClC(=O)OCC1CC1 (cyclopropylmethyl chloroformate). Solvent: CN(C)C=O (DMF), CN(C)C=O (DMF). Reaction conditions: temperature 0 celsius, time 15 minute. The product is C1(CC1)COC(=O)NC1=CC=C(C=C1)C1=CC=C(C=C1)S(=O)(=O)N1C2C(CC1C(=O)O)CCC2 (1-(4′-Cyclopropylmethoxycarbonylaminobiphenyl-4-sulfonyl)-octahydrocyclopenta[b]pyrrole-2-carboxylic acid). As a reaction SMILES: [NH2:1][C:2]1[CH:7]=[CH:6][C:5]([C:8]2[CH:13]=[CH:12][C:11]([S:14]([N:17]3[CH:21]([C:22]([OH:24])=[O:23])[CH2:20][CH:19]4[CH2:25][CH2:26][CH2:27][CH:18]34)(=[O:16])=[O:15])=[CH:10][CH:9]=2)=[CH:4][CH:3]=1.N1C=CC=CC=1.Cl[C:35]([O:37][CH2:38][CH:39]1[CH2:41][CH2:40]1)=[O:36]>CN(C=O)C>[CH:39]1([CH2:38][O:37][C:35]([NH:1][C:2]2[CH:7]=[CH:6][C:5]([C:8]3[CH:9]=[CH:10][C:11]([S:14]([N:17]4[CH:21]([C:22]([OH:24])=[O:23])[CH2:20][CH:19]5[CH2:25][CH2:26][CH2:27][CH:18]45)(=[O:16])=[O:15])=[CH:12][CH:13]=3)=[CH:4][CH:3]=2)=[O:36])[CH2:41][CH2:40]1. Reported procedure: 500 mg (1.30 mmol) of 1-(4′-aminobiphenyl-4-sulfonyl)octahydrocyclopenta[b]pyrrole-2-carboxylic acid were dissolved in 3 ml of DMF, after which the solution was cooled down to 0° C. in an ice bath and 2.6 mmol of pyridine were added. After the mixture had been stirred at 0° C. for 15 min, 2 mmol of cyclopropylmethyl chloroformate in 3 ml of DMF were added. The reaction solution was then stirred at RT for a further 6 h. The crude product was purified using chromatographic methods. The reactants are Cl.BrC1=CC=NC=C1 (4-bromo-pyridine-hydrochloride), C(CN)N (ethylenediamine). Run at time 13 hour. Yields the product NCCNC1=CC=NC=C1 (4-(2-aminoethylamino)-pyridine). RXN SMILES: Cl.Br[C:3]1[CH:8]=[CH:7][N:6]=[CH:5][CH:4]=1.[CH2:9]([NH2:12])[CH2:10][NH2:11]>>[NH2:11][CH2:10][CH2:9][NH:12][C:3]1[CH:8]=[CH:7][N:6]=[CH:5][CH:4]=1 |f:0.1|. Procedure: A mixture of 38.9 g of 4-bromo-pyridine-hydrochloride and 480 g of ethylenediamine is refluxed with stirring for 13 hours. The reaction mixture is thereafter concentrated under reduced pressure and the residue is treated with toluene and concentrated once more. The residue is made alkaline with a concentrated aqueous solution of sodium hydroxide and extracted with five 75 ml portions of methylene chloride. The combined extracts are dried over sodium sulphate and concentrated under reduced pressu... Reactants: BrCCC(C)OC (1-bromo-3-methoxybutane), [Mg] (magnesium), ClC=1C=CC=2C(C=3N(C2C1)CCCN3)=O (7-chloro-3,4-dihydropyrimido[1,2-a]indol-10(2H)-one), [Cl-].[NH4+] (ammonium chloride). The solvent is CCOCC (ether), ClCCCl (1,2-dichloroethane). Run at time 1 hour. The product is ClC=1C=CC=2C(C=3N(C2C1)CCCN3)(CCC(C)OC)O (7-Chloro-10-hydroxy-10-(3-methoxybutyl)-2,3,4,10-tetrahydropyrimido[1,2-a]indole). RXN SMILES: Br[CH2:2][CH2:3][CH:4]([O:6][CH3:7])[CH3:5].[Mg].[Cl:9][C:10]1[CH:11]=[CH:12][C:13]2[C:14](=[O:23])[C:15]3[N:16]([CH2:19][CH2:20][CH2:21][N:22]=3)[C:17]=2[CH:18]=1.[Cl-].[NH4+]>CCOCC.ClCCCl>[Cl:9][C:10]1[CH:11]=[CH:12][C:13]2[C:14]([OH:23])([CH2:2][CH2:3][CH:4]([O:6][CH3:7])[CH3:5])[C:15]3[N:16]([CH2:19][CH2:20][CH2:21][N:22]=3)[C:17]=2[CH:18]=1 |f:3.4|. Procedure: A solution of 1-bromo-3-methoxybutane (2.0 g) in dry ether (20 ml) was added dropwise under a nitrogen atmosphere to magnesium turnings (0.3 g) at such a rate as to maintain gentle reflux. After 0.5 hour the reaction mixture was cooled and a solution of 7-chloro-3,4-dihydropyrimido[1,2-a]indol-10(2H)-one (1.0 g) in dry 1,2-dichloroethane (50 ml) was added dropwise. After stirring the reaction mixture for one hour at room temperature it was cooled and excess saturated ammonium chloride solution w... Solvent: CN(C=O)C (dimethylformamide). Yields the product [N+](=O)([O-])C=1C=C(COC=2C=C(C#N)C=CC2)C=CC1 (3-(3-nitrobenzyloxy)benzonitrile). Procedure details: 1.70 g (10.0 mmol) of 3-nitrobenzyl chloride, 1.48 g (12.4 mmol) of 3-cyanophenol and 3.58 g (25.9 mmol) of potassium carbonate were suspended in 80 ml of dimethylformamide, and the resultant suspension was stirred at 95° C. overnight. After leaving the suspension to cool, 150 ml of water was added to the suspension, and the solid formed was taken by the filtration. The solid was washed with 100 ml of water and then 20 ml of ethyl acetate, and dried under reduced pressure to obtain the title com... The reactants are [N+](=O)([O-])C=1C=C(CCl)C=CC1 (3-nitrobenzyl chloride), resultant suspension, O (water), C(#N)C=1C=C(C=CC1)O (3-cyanophenol), C([O-])([O-])=O.[K+].[K+] (potassium carbonate). RXN SMILES: [N+:1]([C:4]1[CH:5]=[C:6]([CH:9]=[CH:10][CH:11]=1)[CH2:7]Cl)([O-:3])=[O:2].[C:12]([C:14]1[CH:15]=[C:16]([OH:20])[CH:17]=[CH:18][CH:19]=1)#[N:13].C(=O)([O-])[O-].[K+].[K+].O>CN(C)C=O>[N+:1]([C:4]1[CH:5]=[C:6]([CH:9]=[CH:10][CH:11]=1)[CH2:7][O:20][C:16]1[CH:15]=[C:14]([CH:19]=[CH:18][CH:17]=1)[C:12]#[N:13])([O-:3])=[O:2] |f:2.3.4|. Reactants: OCc1ccc(OCc2ccccc2)cc1OCc1ccccc1, O=S(Cl)Cl, c1ccccc1. Yields the product ClCc1ccc(OCc2ccccc2)cc1OCc1ccccc1. Reaction SMILES: [CH2:1]([c:2]1[cH:3][cH:4][cH:5][cH:6][cH:7]1)[O:8][c:9]1[c:10]([CH2:11][OH:12])[cH:13][cH:14][c:15]([O:17][CH2:18][c:19]2[cH:20][cH:21][cH:22][cH:23][cH:24]2)[cH:16]1.[S:25]([Cl:26])([Cl:27])=[O:28].[cH:29]1[cH:30][cH:31][cH:32][cH:33][cH:34]1>>[CH2:1]([c:2]1[cH:3][cH:4][cH:5][cH:6][cH:7]1)[O:8][c:9]1[c:10]([CH2:11][Cl:27])[cH:13][cH:14][c:15]([O:17][CH2:18][c:19]2[cH:20][cH:21][cH:22][cH:23][cH:24]2)[cH:16]1.